From a dataset of the Open Reaction Database (ORD), a public repository of structured organic reaction records. describe an organic reaction: reactants, conditions, products, and yield Starting materials: C(O)([O-])=O.[Na+] (sodium hydrogencarbonate), FC1(CCC(CC1)C1=C(C(=NC=2CC(CC(C12)O)(C)C)C1CCN(CC1)C1=NC=C(C=N1)C=O)C(C1=CC=C(C=C1)C(F)(F)F)F)F (4-(4,4-Difluorocyclohexyl)-3-{fluoro[4-(trifluoromethyl)phenyl]methyl}-2-[1-(5-formylpyrimidin-2-yl)piperidin-4-yl]-7,7-dimethyl-5,6,7,8-tetrahydroquinolin-5-ol), C(C)(=O)O (acetic acid), CNCCO (2-(methylamino)ethanol), C(C)(=O)O[BH-](OC(C)=O)OC(C)=O.[Na+] (sodium triacetoxyborohydride). The solvent is O1CCCC1 (tetrahydrofuran). Reaction conditions: time 3 hour. Yields the product FC1(CCC(CC1)C1=C(C(=NC=2CC(CC(C12)O)(C)C)C1CCN(CC1)C1=NC=C(C=N1)CN(C)CCO)C(C1=CC=C(C=C1)C(F)(F)F)F)F ((−)-4-(4,4-Difluorocyclohexyl)-3-{fluoro[4-(trifluoromethyl)phenyl]methyl}-2-{1-(5-{[(2-hydroxyethyl)(methyl)amino]methyl}pyrimidin-2-yl)piperidin-4-yl}-7,7-dimethyl-5,6,7,8-tetrahydroquinolin-5-ol). Isolated yield 85.9%. Reaction SMILES: [F:1][C:2]1([F:47])[CH2:7][CH2:6][CH:5]([C:8]2[C:17]3[CH:16]([OH:18])[CH2:15][C:14]([CH3:20])([CH3:19])[CH2:13][C:12]=3[N:11]=[C:10]([CH:21]3[CH2:26][CH2:25][N:24]([C:27]4[N:32]=[CH:31][C:30](C=O)=[CH:29][N:28]=4)[CH2:23][CH2:22]3)[C:9]=2[CH:35]([F:46])[C:36]2[CH:41]=[CH:40][C:39]([C:42]([F:45])([F:44])[F:43])=[CH:38][CH:37]=2)[CH2:4][CH2:3]1.[C:48]([OH:51])(=O)[CH3:49].[CH3:52][NH:53][CH2:54]CO.C(O[BH-](OC(=O)C)OC(=O)C)(=O)C.[Na+].C(=O)([O-])O.[Na+]>O1CCCC1>[F:1][C:2]1([F:47])[CH2:3][CH2:4][CH:5]([C:8]2[C:17]3[CH:16]([OH:18])[CH2:15][C:14]([CH3:20])([CH3:19])[CH2:13][C:12]=3[N:11]=[C:10]([CH:21]3[CH2:26][CH2:25][N:24]([C:27]4[N:32]=[CH:31][C:30]([CH2:52][N:53]([CH2:49][CH2:48][OH:51])[CH3:54])=[CH:29][N:28]=4)[CH2:23][CH2:22]3)[C:9]=2[CH:35]([F:46])[C:36]2[CH:41]=[CH:40][C:39]([C:42]([F:45])([F:43])[F:44])=[CH:38][CH:37]=2)[CH2:6][CH2:7]1 |f:3.4,5.6|. Procedure: To a solution of 70 mg (0.11 mmol) of 4-(4,4-Difluorocyclohexyl)-3-{fluoro[4-(trifluoromethyl)phenyl]methyl}-2-[1-(5-formyl pyrimidin-2-yl)piperidin-4-yl]-7,7-dimethyl-5,6,7,8-tetrahydroquinolin-5-ol obtained in Example (36-1) in 1.0 ml of tetrahydrofuran, 6.1 μl (0.11 mmol) of acetic acid, 26 μl (0.32 mmol) of 2-(methylamino)ethanol and 68 mg (0.32 mmol) of sodium triacetoxyborohydride were added, and the reaction solution was stirred at room temperature for 3 hours. After completion of the rea... Reaction SMILES: [Br:1][C:2]1[CH:7]=[C:6]([F:8])[CH:5]=[CH:4][C:3]=1[CH3:9].[N+:10]([O-])([O-:12])=[O:11].[K+]>S(=O)(=O)(O)O.O>[Br:1][C:2]1[CH:7]=[C:6]([F:8])[C:5]([N+:10]([O-:12])=[O:11])=[CH:4][C:3]=1[CH3:9] |f:1.2|. Run at temperature 0 celsius, time 1 hour. Starting materials: BrC1=C(C=CC(=C1)F)C (2-bromo-4-fluoro-1-methylbenzene), [N+](=O)([O-])[O-].[K+] (potassium nitrate). The product is BrC1=C(C=C(C(=C1)F)[N+](=O)[O-])C (1-bromo-5-fluoro-2-methyl-4-nitrobenzene). Procedure details: To a solution of 2-bromo-4-fluoro-1-methylbenzene (5 g, 26.4 mmol) dissolved in conc. sulfuric acid (20 mL) was added potassium nitrate (2.67 g, 26.4 mmol) in sulfuric acid (5 mL) at 0° C. After stirring at 0° C. for 1 hr, the reaction was diluted with water, extracted with ethyl acetate (3×40 mL). The combined organic phases were washed with saturated sodium bicarbonate solution and brine sequentially, and then dried over Na2SO4. The crude product obtained after concentration was purified by si... Run in S(O)(O)(=O)=O (sulfuric acid), O (water), S(O)(O)(=O)=O (sulfuric acid). The reactants are C([C@@H]1[C@@H]([C@@H]([C@H]([C@@H](O1)O[C@@H]2[C@H](O[C@H]([C@@H]([C@H]2O)O)O)CO)O)O)O)O (FAST-FLO lactose). The solvent is O (H2O). Product: OC1[C@H](O)[C@@H](O)[C@H](O[C@H]2[C@H](O)[C@@H](O)[C@@H](O)[C@H](O2)CO)[C@H](O1)CO (Lactose). Reaction SMILES: [CH2:1]([OH:23])[C@H:2]1[O:7][C@@H:6]([O:8][C@H:9]2[C@H:14]([OH:15])[C@@H:13]([OH:16])[C@H:12]([OH:17])[O:11][C@@H:10]2[CH2:18][OH:19])[C@H:5]([OH:20])[C@@H:4]([OH:21])[C@H:3]1[OH:22]>O>[OH:17][CH:12]1[O:11][C@H:10]([CH2:18][OH:19])[C@@H:9]([O:8][C@@H:6]2[O:7][C@H:2]([CH2:1][OH:23])[C@H:3]([OH:22])[C@H:4]([OH:21])[C@H:5]2[OH:20])[C@H:14]([OH:15])[C@H:13]1[OH:16]. Procedure: FAST-FLO lactose (516 mg) was dissolved in 17 mL of H2O and filtered through a 0.2 μm filter, then lyophilized to afford dry material. However, the solid was partially crystalline. The reactants are C(C)OC=C(C(=O)OCC)C(C1=C(C(=C(C(=C1)F)F)Cl)F)=O (ethyl 3-ethoxy-2-(3-chloro-2,4,5-trifluorobenzoyl)acrylate), ClC=1C(=C(C(=O)CC(=O)OCC)C=C(C1F)F)F (ethyl 3-chloro-2,4,5-trifluorobenzoylacetate), NC1=NC(=CC=C1F)NC(CC(C)(C)C)(C)C (2-amino-3-fluoro-6-(1,1,3,3-tetramethylbutylamino)pyridine). Solvent: C(Cl)(Cl)Cl (chloroform). Reaction conditions: temperature 90 celsius, time 1 hour. Yields the product FC=1C(=NC(=CC1)NC(CC(C)(C)C)(C)C)N1C=C(C(C2=CC(=C(C(=C12)Cl)F)F)=O)C(=O)OCC (ethyl 1-[3-fluoro-6-(1,1,3,3-tetramethylbutylamino)pyridine-2-yl]-8-chloro-6,7-difluoro-4-oxo-1,4-dihydroquinoline-3-carboxylate). As a reaction SMILES: C(O[CH:4]=[C:5]([C:11](=[O:22])[C:12]1[CH:17]=[C:16]([F:18])[C:15]([F:19])=[C:14]([Cl:20])[C:13]=1F)[C:6]([O:8][CH2:9][CH3:10])=[O:7])C.ClC1C(F)=C(C=C(F)C=1F)C(CC(OCC)=O)=O.[NH2:41][C:42]1[C:47]([F:48])=[CH:46][CH:45]=[C:44]([NH:49][C:50]([CH3:57])([CH3:56])[CH2:51][C:52]([CH3:55])([CH3:54])[CH3:53])[N:43]=1>C(Cl)(Cl)Cl>[F:48][C:47]1[C:42]([N:41]2[C:13]3[C:12](=[CH:17][C:16]([F:18])=[C:15]([F:19])[C:14]=3[Cl:20])[C:11](=[O:22])[C:5]([C:6]([O:8][CH2:9][CH3:10])=[O:7])=[CH:4]2)=[N:43][C:44]([NH:49][C:50]([CH3:57])([CH3:56])[CH2:51][C:52]([CH3:54])([CH3:53])[CH3:55])=[CH:45][CH:46]=1. Procedure: To 3 ml chloroform solution of ethyl 3-ethoxy-2-(3-chloro-2,4,5-trifluorobenzoyl)acrylate prepared from 0.84 g of ethyl 3-chloro-2,4,5-trifluorobenzoylacetate by normal process was added 0.75 g of 2-amino-3-fluoro-6-(1,1,3,3-tetramethylbutylamino)pyridine. The solution was concentrated under reduced pressure, and to the residue were added 0.65 g of anhydrous potassium carbonate and 1.5 ml of N,N-dimethylformamide, and the mixture was stirred at 90° C. for 1 hour and allowed to cool. The solution...